From a dataset of the Open Reaction Database (ORD), a public repository of structured organic reaction records. describe an organic reaction: reactants, conditions, products, and yield Starting materials: BrCC(=O)O (Bromoacetic acid), C(C)(C)N=C=NC(C)C (diisopropylcarbodiimide), 4-(O-methylhydroxylamine) phenoxymethyl, C=CC1=CC=CC=C1 (styrene), Example 1, CN(C)C=O (DMF), C(C)(=O)NC=1SC(=C(N1)C)S(=O)(=O)Cl (2-acetamido4-methyl-5-thiazolesulfonylchloride). Reaction conditions: time 90 minute. Product: C(CCCCCCCCC)N(S(=O)(=O)C1=C(N=C(S1)NC(C)=O)C)CC(=O)NO (2-(N-decyl-2-acetamido4-methylthiazol-5-ylsulfonamido)-acetohydroxamic acid). Isolated yield 51.0%. As a reaction SMILES: BrCC(O)=[O:4].C(N=[C:10]=[N:11][CH:12]([CH3:14])C)(C)C.[CH2:15]=[CH:16][C:17]1[CH:22]=[CH:21][CH:20]=[CH:19][CH:18]=1.[C:23]([NH:26][C:27]1[S:28][C:29]([S:33](Cl)(=[O:35])=[O:34])=[C:30]([CH3:32])[N:31]=1)(=[O:25])[CH3:24].C[N:38]([CH:40]=[O:41])C>>[CH2:12]([N:11]([CH2:10][C:40]([NH:38][OH:4])=[O:41])[S:33]([C:29]1[S:28][C:27]([NH:26][C:23](=[O:25])[CH3:24])=[N:31][C:30]=1[CH3:32])(=[O:35])=[O:34])[CH2:14][CH2:18][CH2:19][CH2:20][CH2:21][CH2:22][CH2:17][CH2:16][CH3:15]. Reported procedure: Bromoacetic acid (167 mg, 1.2 mmol) and diisopropylcarbodiimide (94 mm3, 0.6 mmol) were added to a suspension of the resin (4-(O-methylhydroxylamine) phenoxymethyl-copoly(styrene-1% divinylbenzene)-resin (100-200 mesh)) prepared according to Example 1 (250 mg, 0.1 mmol) in DMF (6 cm3). The mixture was agitated for 90 minutes and then the solution was drained from the resin which was washed and dried as described above in Example 1. The resin was soaked in DMSO (2 cm3) and a solution of n-decylam... Reactants: CCOC(=O)N1CCC(Nc2ccc([N+](=O)[O-])cn2)C1, C1CCOC1, CCO. The product is CCOC(=O)N1CCC(Nc2ccc(N)cn2)C1. Reaction SMILES: [CH2:1]([CH3:2])[O:3][C:4](=[O:5])[N:6]1[CH2:7][CH:8]([NH:11][c:12]2[n:13][cH:14][c:15]([N+:18]([O-:19])=[O:20])[cH:16][cH:17]2)[CH2:9][CH2:10]1.[CH2:21]1[O:22][CH2:23][CH2:24][CH2:25]1.[CH3:26][CH2:27][OH:28]>>[CH2:1]([CH3:2])[O:3][C:4](=[O:5])[N:6]1[CH2:7][CH:8]([NH:11][c:12]2[n:13][cH:14][c:15]([NH2:18])[cH:16][cH:17]2)[CH2:9][CH2:10]1. Reactants: [Na] (sodium), C[O-].[Na+] (sodium methanolate), S1CCC(C2=C1C=CC=C2)=O (2,3-dihydro-4H-1-benzothiopyran-4-one), C(=O)OCC (ethyl formate). Run in CO (methanol), C1=CC=CC=C1 (benzene), C1=CC=CC=C1 (benzene), CO (methanol). Reaction conditions: time 8 hour. Product: OC=C1CSC2=C(C1=O)C=CC=C2 (2,3-Dihydro-3-(hydroxymethylene)-4H-1-benzothiopyran-4-one). Reaction SMILES: [Na].C[O-].[Na+].[CH:5](OCC)=[O:6].[S:10]1[C:15]2[CH:16]=[CH:17][CH:18]=[CH:19][C:14]=2[C:13](=[O:20])[CH2:12][CH2:11]1>C1C=CC=CC=1.CO>[OH:6][CH:5]=[C:12]1[C:13](=[O:20])[C:14]2[CH:19]=[CH:18][CH:17]=[CH:16][C:15]=2[S:10][CH2:11]1 |f:1.2,^1:0|. Procedure: From 9.2 g of sodium (0.4 mol) and 160 ml of absolute methanol there is prepared sodium methanolate. Then the surplus of methanol is evaporated in vacuo and 200 ml of dry benzene and 32.6 g of ethyl formate (0.44 mol) are added to the dry residue. While stirring and passing nitrogen through the mixture, there are added 32.8 g of 2,3-dihydro-4H-1-benzothiopyran-4-one, dissolved in 160 ml of dry benzene dropwise to it to keep the reaction temperature in the range from 0° to 50° C. All components b... Reactants: CCO, [I-], Cc1cc(Cl)nc(N)[n+]1C, c1ccc(C2CCNCC2)cc1. Product: [I-], Cc1cc(N2CCC(c3ccccc3)CC2)nc(N)[n+]1C. Reaction SMILES: [CH3:24][CH2:25][OH:26].[I-:1].[NH2:2][c:3]1[n+:4]([CH3:11])[c:5]([CH3:10])[cH:6][c:7]([Cl:9])[n:8]1.[c:12]1([CH:18]2[CH2:19][CH2:20][NH:21][CH2:22][CH2:23]2)[cH:13][cH:14][cH:15][cH:16][cH:17]1>>[I-:1].[NH2:2][c:3]1[n+:4]([CH3:11])[c:5]([CH3:10])[cH:6][c:7]([N:21]2[CH2:20][CH2:19][CH:18]([c:12]3[cH:13][cH:14][cH:15][cH:16][cH:17]3)[CH2:23][CH2:22]2)[n:8]1.